From a dataset of the Open Reaction Database (ORD), a public repository of structured organic reaction records. describe an organic reaction: reactants, conditions, products, and yield Starting materials: O=C(C=CC=1C=C(C2=C(OC(C3C2CC(=CC3)C)(C)C)C1)O)CCCCC (3-(3-oxo-1-octenyl)-6a,7,10,10a-tetrahydro-6,6,9-trimethyl-6H-dibenzo[b,d]pyran-1-ol), C[Mg]Br (methyl magnesium bromide), CBr (methyl bromide), [Mg] (magnesium). The solvent is C(C)OCC (diethyl ether), CCOCC (ether). The product is OC(C=CC=1C=C(C2=C(OC(C3C2CC(=CC3)C)(C)C)C1)O)(CCCCC)C (3-(3-Hydroxy-3-methyl-1-octenyl)-6a,7,10,10a-tetrahydro- 6,6,9-trimethyl-6H-dibenzo[b,d]pyran-1-ol). Reaction SMILES: [O:1]=[C:2]([CH2:23][CH2:24][CH2:25][CH2:26][CH3:27])[CH:3]=[CH:4][C:5]1[CH:6]=[C:7]([OH:22])[C:8]2[CH:13]3[CH2:14][C:15]([CH3:18])=[CH:16][CH2:17][CH:12]3[C:11]([CH3:20])([CH3:19])[O:10][C:9]=2[CH:21]=1.[CH3:28][Mg]Br.CBr.[Mg]>C(OCC)C>[OH:1][C:2]([CH3:28])([CH2:23][CH2:24][CH2:25][CH2:26][CH3:27])[CH:3]=[CH:4][C:5]1[CH:6]=[C:7]([OH:22])[C:8]2[CH:13]3[CH2:14][C:15]([CH3:18])=[CH:16][CH2:17][CH:12]3[C:11]([CH3:19])([CH3:20])[O:10][C:9]=2[CH:21]=1. Procedure details: A solution of 1.0 g (0.0028 mole) of 3-(3-oxo-1-octenyl)-6a,7,10,10a-tetrahydro-6,6,9-trimethyl-6H-dibenzo[b,d]pyran-1-ol in diethyl ether was added dropwise to a solution of methyl magnesium bromide in ether prepared by bubbling methyl bromide into 0.78 g (0.032 mole) of magnesium. After the addition was complete, the mixture was refluxed for 3 hours and then decomposed by the careful addition of a mixture of methanol/diethyl ethr followed by dilute acid. The ethereal layer was separated and wa... Reactants: BrCC(=O)Br (bromoacetyl bromide), C(C1=CC=CC=C1)(C1=CC=CC=C1)(C1=CC=CC=C1)N (tritylamine). Run in C(Cl)(Cl)Cl (chloroform). Run at time 1 hour. The product is BrCC(=O)NC(C1=CC=CC=C1)(C1=CC=CC=C1)C1=CC=CC=C1 (2-bromo-N-(triphenylmethyl) acetamide). RXN SMILES: [Br:1][CH2:2][C:3](Br)=[O:4].[C:6]([NH2:25])([C:19]1[CH:24]=[CH:23][CH:22]=[CH:21][CH:20]=1)([C:13]1[CH:18]=[CH:17][CH:16]=[CH:15][CH:14]=1)[C:7]1[CH:12]=[CH:11][CH:10]=[CH:9][CH:8]=1>C(Cl)(Cl)Cl>[Br:1][CH2:2][C:3]([NH:25][C:6]([C:7]1[CH:12]=[CH:11][CH:10]=[CH:9][CH:8]=1)([C:19]1[CH:20]=[CH:21][CH:22]=[CH:23][CH:24]=1)[C:13]1[CH:14]=[CH:15][CH:16]=[CH:17][CH:18]=1)=[O:4]. Reported procedure: 3.22 ml of bromoacetyl bromide were added dropwise under an inert gas atmosphere at 0° C. to 19.23 g of tritylamine in 50 ml of chloroform and then the mixture was stirred for one hour while allowing the temperature to rise to ambient temperature. After filtration of the precipitate, the organic phase was washed with 1N sodium hydroxide, dried, evaporated under reduced pressure until a residue was obtained which was purified by crystallization from ether to obtain 8.5 g of the expected amide. The reactants are OC1C(C(NC2=CC=C(C=C12)C(=O)OC)C1=C(C=CC=C1)[N+](=O)[O-])(C)C (methyl 4-hydroxy-3,3-dimethyl-2-(2-nitrophenyl)-1,2,3,4-tetrahydroquinoline-6-carboxylate), C(C)[SiH](CC)CC (triethylsilane), FC(C(=O)O)(F)F (trifluoroacetic acid), ice. Run in ClCCl (dichloro methane), ClCCl (dichloromethane). Run at time 12 hour. Product: NC1=C(C=CC=C1)C1NC2=CC=C(C=C2CC1(C)C)C(=O)OC (methyl 2-(2-aminophenyl)-3,3-dimethyl-1,2,3,4-tetrahydroquinoline-6-carboxylate). Isolated yield 96.7%. RXN SMILES: O[CH:2]1[C:11]2[C:6](=[CH:7][CH:8]=[C:9]([C:12]([O:14][CH3:15])=[O:13])[CH:10]=2)[NH:5][CH:4]([C:16]2[CH:21]=[CH:20][CH:19]=[CH:18][C:17]=2[N+:22]([O-])=O)[C:3]1([CH3:26])[CH3:25].C([SiH](CC)CC)C.FC(F)(F)C(O)=O>ClCCl>[NH2:22][C:17]1[CH:18]=[CH:19][CH:20]=[CH:21][C:16]=1[CH:4]1[C:3]([CH3:25])([CH3:26])[CH2:2][C:11]2[C:6](=[CH:7][CH:8]=[C:9]([C:12]([O:14][CH3:15])=[O:13])[CH:10]=2)[NH:5]1. Procedure: To a mixture of (E)-methyl 4-(2-nitrobenzylideneamino) benzoate (3.26 g, 11.5 mmol) and yttrium(III) trifluoromethanesulfonate (140 mg, 0.27 mmol) in tetrahydrofuran (28 mL) was added isobutylaldehyde (1.9 mL, 20.6 mmol) at room temperature under nitrogen, then the resultant mixture was stirred at room temperature overnight. Thin layer chromatography and LC-MS showed the starting material was completely consumed. The reaction was quenched with water and separated. The aqueous layer was extracted... Starting materials: COC(=O)c1cc(S(C)(=O)=O)c(N2CCCCC2)cc1C, CO, N=C(N)N, O. Yields the product Cc1cc(N2CCCCC2)c(S(C)(=O)=O)cc1C(=O)N=C(N)N. Reaction SMILES: [CH3:1][c:2]1[c:3]([C:4](=[O:5])[O:6][CH3:7])[cH:8][c:9]([S:18](=[O:19])(=[O:20])[CH3:21])[c:10]([N:12]2[CH2:13][CH2:14][CH2:15][CH2:16][CH2:17]2)[cH:11]1.[CH3:27][OH:28].[NH2:22][C:23]([NH2:24])=[NH:25].[OH2:26]>>[CH3:1][c:2]1[c:3]([C:4](=[O:5])[N:22]=[C:23]([NH2:24])[NH2:25])[cH:8][c:9]([S:18](=[O:19])(=[O:20])[CH3:21])[c:10]([N:12]2[CH2:13][CH2:14][CH2:15][CH2:16][CH2:17]2)[cH:11]1. Reactants: CC(C)(C)OC(=O)Nc1cc(Cl)c(C(F)(F)F)cc1NC(=O)CC(=O)c1cccc(-c2cnccn2)c1, ClCCl, O=C(O)C(F)(F)F. The product is O=C1CC(c2cccc(-c3cnccn3)c2)=Nc2cc(Cl)c(C(F)(F)F)cc2N1. Reaction SMILES: [C:1]([O:2][C:3](=[O:4])[NH:7][c:8]1[c:9]([NH:19][C:20]([CH2:21][C:22](=[O:5])[c:23]2[cH:24][c:25](-[c:29]3[n:30][cH:31][cH:32][n:33][cH:34]3)[cH:26][cH:27][cH:28]2)=[O:36])[cH:10][c:11]([C:15]([F:16])([F:17])[F:18])[c:12]([Cl:14])[cH:13]1)([CH3:6])([CH3:35])[CH3:37].[Cl:45][CH2:46][Cl:47].[F:38][C:39]([F:40])([F:41])[C:42]([OH:43])=[O:44]>>[N:7]1=[C:22]([c:23]2[cH:24][c:25](-[c:29]3[n:30][cH:31][cH:32][n:33][cH:34]3)[cH:26][cH:27][cH:28]2)[CH2:21][C:20](=[O:36])[NH:19][c:9]2[c:8]1[cH:13][c:12]([Cl:14])[c:11]([C:15]([F:16])([F:17])[F:18])[cH:10]2. The reactants are O=C([O-])[O-], CN(C)C=O, Cc1oc(-c2cccc(C#N)c2)nc1CCl, [K+], [K+], COc1cc(C=O)ccc1O, O. Yields the product COc1cc(C=O)ccc1OCc1nc(-c2cccc(C#N)c2)oc1C. Reaction SMILES: [C:28](=[O:29])([O-:30])[O-:31].[CH3:34][N:35]([CH3:36])[CH:37]=[O:38].[Cl:1][CH2:2][c:3]1[n:4][c:5](-[c:9]2[cH:10][c:11]([C:12]#[N:13])[cH:14][cH:15][cH:16]2)[o:6][c:7]1[CH3:8].[K+:32].[K+:33].[O:17]=[CH:18][c:19]1[cH:20][c:21]([O:22][CH3:23])[c:24]([OH:25])[cH:26][cH:27]1.[OH2:39]>>[CH2:2]([c:3]1[n:4][c:5](-[c:9]2[cH:10][c:11]([C:12]#[N:13])[cH:14][cH:15][cH:16]2)[o:6][c:7]1[CH3:8])[O:25][c:24]1[c:21]([O:22][CH3:23])[cH:20][c:19]([CH:18]=[O:17])[cH:27][cH:26]1. Starting materials: ClC=1C=CC(=C(C1)CN1CCN(CC1)C(=O)OC(C)(C)C)N1CCCC1 (tert-butyl 4-[[5-chloro-2-(pyrrolidin-1-yl)phenyl]methyl]piperazine-1-carboxylate), FC(C(=O)O)(F)F (Trifluoroacetic acid). Run in ClCCl (dichloromethane). Run at temperature 0 celsius, time 8 hour. Yields the product ClC=1C=CC(=C(C1)CN1CCNCC1)N1CCCC1 (1-[[5-chloro-2-(pyrrolidin-1-yl)phenyl]methyl]piperazine). Yield: 132.7%. As a reaction SMILES: [Cl:1][C:2]1[CH:3]=[CH:4][C:5]([N:22]2[CH2:26][CH2:25][CH2:24][CH2:23]2)=[C:6]([CH2:8][N:9]2[CH2:14][CH2:13][N:12](C(OC(C)(C)C)=O)[CH2:11][CH2:10]2)[CH:7]=1.FC(F)(F)C(O)=O>ClCCl>[Cl:1][C:2]1[CH:3]=[CH:4][C:5]([N:22]2[CH2:26][CH2:25][CH2:24][CH2:23]2)=[C:6]([CH2:8][N:9]2[CH2:10][CH2:11][NH:12][CH2:13][CH2:14]2)[CH:7]=1. Reported procedure: A 100 mL round-bottom flask was charged with tert-butyl 4-[[5-chloro-2-(pyrrolidin-1-yl)phenyl]methyl]piperazine-1-carboxylate (500 mg, 1.32 mmol, 1.00 equiv), dichloromethane (10 mL). The mixture was cooled to 0° C. Trifluoroacetic acid (1 mL) was added dropwise at 0° C. The resulting solution was stirred overnight at room temperature. The resulting mixture was concentrated under reduced pressure to yield 490 mg (crude) of 1-[[5-chloro-2-(pyrrolidin-1-yl)phenyl]methyl]piperazine as a brown soli... Product: CC(OCc1ccccc1)C(NC(=O)c1ccccc1)C(=O)O. As a reaction SMILES: [C:16](=[O:17])([O-:18])[O-:19].[C:22]([c:23]1[cH:24][cH:25][cH:26][cH:27][cH:28]1)(=[O:29])[Cl:30].[CH2:1]([c:2]1[cH:3][cH:4][cH:5][cH:6][cH:7]1)[O:8][CH:9]([CH:10]([NH2:11])[C:12](=[O:13])[OH:14])[CH3:15].[Na+:20].[Na+:21].[O:32]1[CH2:33][CH2:34][CH2:35][CH2:36]1.[OH2:31]>>[CH2:1]([c:2]1[cH:3][cH:4][cH:5][cH:6][cH:7]1)[O:8][CH:9]([CH:10]([NH:11][C:22]([c:23]1[cH:24][cH:25][cH:26][cH:27][cH:28]1)=[O:29])[C:12](=[O:13])[OH:14])[CH3:15]. Reactants: O=C([O-])[O-], O=C(Cl)c1ccccc1, CC(OCc1ccccc1)C(N)C(=O)O, [Na+], [Na+], C1CCOC1, O. Starting materials: ClC=1C=C(C=CC1Cl)C12C(CCC2C1)=O (1-(3,4-dichlorophenyl)bicyclo[3.1.0]hexan-2-one), C(C)(=O)[O-].[NH4+] (ammonium acetate), [BH3-]C#N.[Na+] (NaCNBH3), Cl (HCl), C#N (HCN). Run in CO (methanol). Reaction conditions: temperature 60 celsius, time 3 hour. Yields the product Cl.ClC=1C=C(C=CC1Cl)C12C(CCC2C1)N (1-(3,4-dichlorophenyl)bicyclo[3.1.0]hexan-2-amine hydrochloride), Cl.C(C)OCC (HCl diethyl ether). RXN SMILES: [Cl:1][C:2]1[CH:3]=[C:4]([C:9]23[CH2:14][CH:13]2[CH2:12][CH2:11][C:10]3=[O:15])[CH:5]=[CH:6][C:7]=1[Cl:8].[C:16]([O-])(=O)[CH3:17].[NH4+].[BH3-]C#[N:23].[Na+].[ClH:25].C#N>CO>[ClH:1].[Cl:1][C:2]1[CH:3]=[C:4]([C:9]23[CH2:14][CH:13]2[CH2:12][CH2:11][CH:10]3[NH2:23])[CH:5]=[CH:6][C:7]=1[Cl:8].[ClH:25].[CH2:16]([O:15][CH2:10][CH3:11])[CH3:17] |f:1.2,3.4,8.9,10.11|. Reported procedure: To a solution of 1-(3,4-dichlorophenyl)bicyclo[3.1.0]hexan-2-one (160 mg; 0.66 mmol) in methanol (5 mL) was added ammonium acetate (5.2 g; 100 equivalent) and NaCNBH3 (415 mg; 6.6 mmol; 10 eq). The mixture was heated to 60° C. and stirred for 3 hours. The reaction mixture was cooled to 10° C., and acidified with 1 N HCl (5 mL) taking care that the flask was vented into a bleach solution due to HCN evolution. The reaction mixture was concentrated at 30° C., and the resulting aqueous layer was dil...